From a dataset of the Open Reaction Database (ORD), a public repository of structured organic reaction records. describe an organic reaction: reactants, conditions, products, and yield Run in CN(C)C=O (DMF), CC(=O)C (acetone). The reactants are [Si](C)(C)(C(C)(C)C)Cl (t-butyldimethylsilyl chloride), C(C1=CC(OC)=C(O)C(OC)=C1)=O (syringaldehyde), C(C)(C)N(C(C)C)CC (N,N-diisopropylethylamine), C(C1=CC(OC)=C(O)C(OC)=C1)=O (syringaldehyde), C(C1=CC=CC=C1)Cl (benzyl chloride), C(=O)([O-])[O-].[K+].[K+] (K2CO3). Procedure details: 4-Benzyloxy-3,5-dimethoxybenzaldehyde (13j) was prepared by the reaction of syringaldehyde with benzyl chloride in the presence of K2CO3 in boiling acetone. Similarly, reaction of t-butyldimethylsilyl chloride with syringaldehyde in DMF in the presence of N,N-diisopropylethylamine gave 4-(t-butyldimethylsilyl)-oxy-3,5-dimethoxybenzaldehyde (13k) (Scheme VII). Wittig reaction of phosphonium bromides 14a-b with benzaldehydes 13a-k in THF in the presence of sodium hydride followed by preparative th... RXN SMILES: [CH:1](=[O:13])[C:2]1[CH:12]=[C:9]([O:10][CH3:11])[C:7]([OH:8])=[C:4]([O:5][CH3:6])[CH:3]=1.[CH2:14](Cl)[C:15]1[CH:20]=[CH:19][CH:18]=[CH:17][CH:16]=1.C([O-])([O-])=O.[K+].[K+].[Si](Cl)(C(C)(C)C)(C)C.C(N(CC)C(C)C)(C)C>CN(C=O)C.CC(C)=O>[CH2:14]([O:8][C:7]1[C:9]([O:10][CH3:11])=[CH:12][C:2]([CH:1]=[O:13])=[CH:3][C:4]=1[O:5][CH3:6])[C:15]1[CH:20]=[CH:19][CH:18]=[CH:17][CH:16]=1 |f:2.3.4|. Yields the product C(C1=CC=CC=C1)OC1=C(C=C(C=O)C=C1OC)OC (4-Benzyloxy-3,5-dimethoxybenzaldehyde), 4-(t-butyldimethylsilyl)-oxy-3,5-dimethoxybenzaldehyde. Product: C=1(C=CC=C2C1C=CC=1C3=C(COC21)C=C(C=C3)O)O (6H-dibenzo[c,h]chromene-1,8-diol), white foam. Reported procedure: The title compound was prepared by reacting 1,8-dimethoxy-6H dibenzo[c,h]chromene (1.0 g, 3.42 mmol) with pyridine hydrochloride (5.0 g, 43.3 mmol) according to method D to yield 0.93 g (99%) white foam. mp 213-214° C.; 1H NMR (300 MHz, DMSO-d6) δ 5.21 (2H, s), 6.72 (1H, d, J=1.9 Hz), 6.82 (2H, m), 7.27 (1H, t, J=7.9 Hz), 7.54 (1H, d, J=8.3 Hz), 7.68 (1H, d, J=8.4 Hz), 7.78 (2H, brs), 9.72 (1H, s), 10.09 (1H, s); MS m/z263 (M−H+); Isolated yield 99.0%. Reactants: COC1=CC=CC=2C1=CC=C1C3=C(COC21)C=C(C=C3)OC (1,8-dimethoxy-6H dibenzo[c,h]chromene), Cl.N1=CC=CC=C1 (pyridine hydrochloride). RXN SMILES: C[O:2][C:3]1[C:8]2=[CH:9][CH:10]=[C:11]3[C:16]([O:15][CH2:14][C:13]4[CH:17]=[C:18]([O:21]C)[CH:19]=[CH:20][C:12]3=4)=[C:7]2[CH:6]=[CH:5][CH:4]=1.Cl.N1C=CC=CC=1>>[C:3]1([OH:2])[CH:4]=[CH:5][CH:6]=[C:7]2[C:16]3[O:15][CH2:14][C:13]4[CH:17]=[C:18]([OH:21])[CH:19]=[CH:20][C:12]=4[C:11]=3[CH:10]=[CH:9][C:8]=12 |f:1.2|. The reactants are C(C)OC([C@H](CC1=CC=C(C=C1)OCCCOC1=CC=C(C=C1)C1=CC=C(C=C1)C#N)OC)=O ((2S)-3-{4-[3-(4′-cyano-biphenyl-4-yloxy)-propoxy]-phenyl}-2-methoxy-propionic acid ethyl ester), [OH-].[Na+] (NaOH). The product is C(#N)C1=CC=C(C=C1)C1=CC=C(C=C1)OCCCOC1=CC=C(C=C1)C[C@@H](C(=O)O)OC ((2S)-3-{4-[3-(4′-Cyano-biphenyl-4-yloxy)-propoxy]-phenyl}-2-methoxy-propionic acid). As a reaction SMILES: C([O:3][C:4](=[O:34])[C@@H:5]([O:32][CH3:33])[CH2:6][C:7]1[CH:12]=[CH:11][C:10]([O:13][CH2:14][CH2:15][CH2:16][O:17][C:18]2[CH:23]=[CH:22][C:21]([C:24]3[CH:29]=[CH:28][C:27]([C:30]#[N:31])=[CH:26][CH:25]=3)=[CH:20][CH:19]=2)=[CH:9][CH:8]=1)C.[OH-].[Na+]>>[C:30]([C:27]1[CH:26]=[CH:25][C:24]([C:21]2[CH:20]=[CH:19][C:18]([O:17][CH2:16][CH2:15][CH2:14][O:13][C:10]3[CH:9]=[CH:8][C:7]([CH2:6][C@H:5]([O:32][CH3:33])[C:4]([OH:34])=[O:3])=[CH:12][CH:11]=3)=[CH:23][CH:22]=2)=[CH:29][CH:28]=1)#[N:31] |f:1.2|. Procedure: The title compound was prepared from (2S)-3-{4-[3-(4′-cyano-biphenyl-4-yloxy)-propoxy]-phenyl}-2-methoxy-propionic acid ethyl ester (Step A) via the standard hydrolysis procedure C (NaOH). 1H-NMR (MeOD, 300.15 MHz): δ 7.77 (s, 4H), 7.64 (d, 2H, J=8.7), 7.18 (d, 2H, J=8.5), 7.07 (d, 2H, J=8.7), 6.86 (d, 2H, J=8.3), 4.24 (t, 2H, J=6.3), 4.17 (t, 2H, J=6.3), 3.84–3.74 (m, 1H), 3.03–2.81 (m, 2H), 2.26 (qn, 2H, J=6.0). Starting materials: BrC(CC(=O)O)C (3-bromobutyric acid), FC(C(=O)OC(C(F)(F)F)=O)(F)F (trifluoroacetic anhydride), C(C)(C)(C)O (tert-butyl alcohol). The solvent is O1CCCC1 (tetrahydrofuran). Conditions: time 8 hour. Yields the product C(C)(C)(C)OC(CC(C)Br)=O (3-bromobutyric acid tert-butyl ester). Reaction SMILES: [Br:1][CH:2]([CH3:7])[CH2:3][C:4]([OH:6])=[O:5].FC(F)(F)C(OC(=O)C(F)(F)F)=O.[C:21](O)([CH3:24])([CH3:23])[CH3:22]>O1CCCC1>[C:21]([O:5][C:4](=[O:6])[CH2:3][CH:2]([Br:1])[CH3:7])([CH3:24])([CH3:23])[CH3:22]. Procedure details: 3-{2-[4-(2,6-Dichloro-benzyloxy)-phenyl]-morpholin-4-yl}-butyric acid tert-butyl ester was obtained according to a similar manner. The required 3-bromobutyric acid tert-butyl ester was prepared as follows: To a solution of 3-bromobutyric acid (5.0 mL; 47.0 mmol) in tetrahydrofuran (50 mL) was added dropwise trifluoroacetic anhydride (13.7 mL; 98.7 mmol) at −40° C. After 1 hour at −40° C. tert-butyl alcohol (20 mL) was added. The resulting mixture was allowed to warm to RT and stirred overnight. ... Reactants: CC(C)(C)OC(=O)Nc1cc(Cl)c(Cl)cc1[N+](=O)[O-], CCNCC, CS(C)=O. Yields the product CCN(CC)c1cc(NC(=O)OC(C)(C)C)c([N+](=O)[O-])cc1Cl. RXN SMILES: [C:1]([CH3:2])([CH3:3])([CH3:4])[O:5][C:6]([NH:7][c:8]1[c:9]([N+:16](=[O:17])[O-:18])[cH:10][c:11]([Cl:15])[c:12]([Cl:14])[cH:13]1)=[O:19].[CH2:20]([CH3:21])[NH:22][CH2:23][CH3:24].[CH3:25][S:26]([CH3:27])=[O:28]>>[C:1]([CH3:2])([CH3:3])([CH3:4])[O:5][C:6]([NH:7][c:8]1[c:9]([N+:16](=[O:17])[O-:18])[cH:10][c:11]([Cl:15])[c:12]([N:22]([CH2:20][CH3:21])[CH2:23][CH3:24])[cH:13]1)=[O:19]. The reactants are CC#N, Clc1ccc(C2(C3(n4cnc(Cl)n4)CC3)CO2)cc1, c1c[nH]cn1. The product is OC(Cn1ccnc1)(c1ccc(Cl)cc1)C1(n2cnc(Cl)n2)CC1. Reaction SMILES: [CH3:25][C:26]#[N:27].[Cl:6][c:7]1[cH:8][cH:9][c:10]([C:13]2([C:16]3([n:19]4[n:20][c:21]([Cl:24])[n:22][cH:23]4)[CH2:17][CH2:18]3)[O:14][CH2:15]2)[cH:11][cH:12]1.[nH:1]1[cH:2][n:3][cH:4][cH:5]1>>[n:1]1([CH2:15][C:13]([c:10]2[cH:9][cH:8][c:7]([Cl:6])[cH:12][cH:11]2)([OH:14])[C:16]2([n:19]3[n:20][c:21]([Cl:24])[n:22][cH:23]3)[CH2:17][CH2:18]2)[cH:2][n:3][cH:4][cH:5]1. The reactants are ClC=1C(=C2C=CC(=NC2=CC1)N1C[C@H](CC1)N(CC(=O)OCC)S(=O)(=O)NC(=O)OC(C)(C)C)C(=O)NCC1CCCCC1 (N-[(3S)-1-[6-Chloro-5-[[(cyclohexylmethyl)amino]carbonyl]-2-quinolinyl]-3-pyrrolidinyl]-N-[[[(1,1-dimethylethoxy)carbonyl]amino]sulfonyl]-glycine, ethyl ester), Example 112 ( b ), FC(C(=O)O)(F)F (Trifluoroacetic acid). The solvent is ClCCl (dichloromethane). Conditions: time 3 hour. The product is ClC1=C(C=2C=CC(=NC2C=C1)N1C[C@H](CC1)N1S(NC(C1)=O)(=O)=O)C(=O)NCC1CCCCC1 (6-Chloro-N-(cyclohexylmethyl)-2-[(3S)-3-(1,1-dioxido-4-oxo-1,2,5-thiadiazolidin-2-yl)-1-pyrrolidinyl]-5-quinolinecarboxamide). The yield is 3.8%. RXN SMILES: [Cl:1][C:2]1[C:3]([C:35]([NH:37][CH2:38][CH:39]2[CH2:44][CH2:43][CH2:42][CH2:41][CH2:40]2)=[O:36])=[C:4]2[C:9](=[CH:10][CH:11]=1)[N:8]=[C:7]([N:12]1[CH2:16][CH2:15][C@H:14]([N:17]([S:24]([NH:27][C:28]([O:30]C(C)(C)C)=O)(=[O:26])=[O:25])[CH2:18]C(OCC)=O)[CH2:13]1)[CH:6]=[CH:5]2.FC(F)(F)C(O)=O>ClCCl>[Cl:1][C:2]1[CH:11]=[CH:10][C:9]2[N:8]=[C:7]([N:12]3[CH2:16][CH2:15][C@H:14]([N:17]4[CH2:18][C:28](=[O:30])[NH:27][S:24]4(=[O:26])=[O:25])[CH2:13]3)[CH:6]=[CH:5][C:4]=2[C:3]=1[C:35]([NH:37][CH2:38][CH:39]1[CH2:44][CH2:43][CH2:42][CH2:41][CH2:40]1)=[O:36]. Reported procedure: N-[(3S)-1-[6-Chloro-5-[[(cyclohexylmethyl)amino]carbonyl]-2-quinolinyl]-3-pyrrolidinyl]-N-[[[(1,1-dimethylethoxy)carbonyl]amino]sulfonyl]-glycine, ethyl ester (Example 112 (b)) (670 mg) was dissolved in dichloromethane (5 mL). Trifluoroacetic acid (1 mL) was added and the mixture stirred for 3 hours before being concentrated. Sodium methoxide (25% in methanol, 3 mL) was added and the mixture was stirred under nitrogen for 2 hours. The products were concentrated onto silica gel and purified by ch... The reactants are IC=1N=CN(C1)C1=NC(=CC(=N1)C(F)(F)F)C1=CC=C(C=C1)C(F)(F)F (2-(4-iodo-imidazol-1-yl)-4-trifluoromethyl-6-(4-trifluoromethyl-phenyl)-pyrimidine), C(C)(C)(C)NS(=O)(=O)C=1C=C(C=CC1)B(O)O (3-(tert.-butylsulfamoyl)-phenylboronic acid). Product: C(C)(C)(C)NS(=O)(=O)C1=CC(=CC=C1)C=1N=CN(C1)C1=NC(=CC(=N1)C(F)(F)F)C1=CC=C(C=C1)C(F)(F)F (N-tert-Butyl-3-{1-[4-trifluoromethyl-6-(4-trifluoromethyl-phenyl)-pyrimidin-2-yl]-1H-imidazol-4-yl}-benzenesulfonamide), solid. Reaction SMILES: I[C:2]1[N:3]=[CH:4][N:5]([C:7]2[N:12]=[C:11]([C:13]([F:16])([F:15])[F:14])[CH:10]=[C:9]([C:17]3[CH:22]=[CH:21][C:20]([C:23]([F:26])([F:25])[F:24])=[CH:19][CH:18]=3)[N:8]=2)[CH:6]=1.[C:27]([NH:31][S:32]([C:35]1[CH:36]=[C:37](B(O)O)[CH:38]=[CH:39][CH:40]=1)(=[O:34])=[O:33])([CH3:30])([CH3:29])[CH3:28]>>[C:27]([NH:31][S:32]([C:35]1[CH:36]=[CH:37][CH:38]=[C:39]([C:2]2[N:3]=[CH:4][N:5]([C:7]3[N:12]=[C:11]([C:13]([F:16])([F:15])[F:14])[CH:10]=[C:9]([C:17]4[CH:22]=[CH:21][C:20]([C:23]([F:24])([F:25])[F:26])=[CH:19][CH:18]=4)[N:8]=3)[CH:6]=2)[CH:40]=1)(=[O:34])=[O:33])([CH3:30])([CH3:28])[CH3:29]. Procedure: N-tert-Butyl-3-{1-[4-trifluoromethyl-6-(4-trifluoromethyl-phenyl)-pyrimidin-2-yl]-1H-imidazol-4-yl}-benzenesulfonamide was prepared from 2-(4-iodo-imidazol-1-yl)-4-trifluoromethyl-6-(4-trifluoromethyl-phenyl)-pyrimidine (example E.68) (0.73 g, 1.5 mmol) and commercially available 3-(tert.-butylsulfamoyl)-phenylboronic acid (0.46 g, 1.8 mmol) according to the general procedure VI. Obtained as a light brown solid (0.128 g), which was subsequently deprotected. Reactants: O(N)CC(=O)O (Aminoxyacetic Acid), CC(C)=NO (acetone oxime), ClCC(=O)O (chloroacetic acid), halide, [OH-].[Na+] (sodium hydroxide). Reagents/catalysts: quaternary ammonium salt. Product: CC(C)=NO.C(C)(=O)O (acetone oxime acetic acid). RXN SMILES: O([CH2:3][C:4]([OH:6])=[O:5])N.[CH3:7][C:8](=[N:10][OH:11])[CH3:9].ClCC(O)=O.[OH-].[Na+]>>[CH3:7][C:8](=[N:10][OH:11])[CH3:9].[C:4]([OH:6])(=[O:5])[CH3:3] |f:3.4,5.6|. Procedure: Zhang, Feng and Shi, "The Preparation of Aminoxyacetic Acid", Chem. World, Vol. 9, No. 30, pp. 397-399, 1989 discloses condensing acetone oxime and chloroacetic acid in the presence of a solid acid or halide of a quaternary ammonium salt catalyst, organic solvent and sodium hydroxide at room temperature to form acetone oxime-acetic acid. Chloroacetic acid is added in excess relative to the acetone oxime. Benzene is used as the organic solvent. An approximately 6% aqueous solution of sodium hydro... Starting materials: O1[C@@H]2[C@@H]1C[C@@H]1CC[C@H]3[C@@H]4C[C@@H]([C@H]([C@@]4(C)CC[C@@H]3[C@]1(C2)C)O)[N+]2(CCCC2)C (1-[(2β, 3α, 5α, 16β, 17α)-2,3-epoxy-17-hydroxy-androstan16-yl]- 1-methylpyrrolidinium), C1(=CC=CC=C1)S(=O)(=O)[O-] (benzenesulphonate). Product: C(C)[N+]([C@@H]1[C@H]([C@]2(C)[C@@H](C1)[C@@H]1CC[C@H]3CC=CC[C@]3(C)[C@H]1CC2)O)(C)CC.CC1=CC=C(C=C1)S(=O)(=O)[O-] ((5α, 16β, 17α)-N,N-diethyl-17-hydroxy-N-methyl-androst-2-en-16-aminium 4-methylbenzenesulphonate). As a reaction SMILES: O1[C@H:3]2[CH2:4][C@H:5]3[C@:18]([CH3:20])([CH2:19][C@H:2]12)[C@@H:17]1[C@H:8]([C@H:9]2[C@@:13]([CH2:15][CH2:16]1)([CH3:14])[C@H:12]([OH:21])[C@@H:11]([N+:22]1([CH3:27])[CH2:26][CH2:25][CH2:24][CH2:23]1)[CH2:10]2)[CH2:7][CH2:6]3.[C:28]1([S:34]([O-:37])(=[O:36])=[O:35])[CH:33]=[CH:32][CH:31]=[CH:30][CH:29]=1>>[CH2:26]([N+:22]([CH2:23][CH3:24])([CH3:27])[C@H:11]1[CH2:10][C@H:9]2[C@H:8]3[C@H:17]([CH2:16][CH2:15][C@:13]2([CH3:14])[C@@H:12]1[OH:21])[C@:18]1([CH3:20])[C@H:5]([CH2:4][CH:3]=[CH:2][CH2:19]1)[CH2:6][CH2:7]3)[CH3:25].[CH3:2][C:31]1[CH:32]=[CH:33][C:28]([S:34]([O-:37])(=[O:36])=[O:35])=[CH:29][CH:30]=1 |f:2.3|. Procedure details: 1-[(2β, 3α, 5α, 16β, 17α)-2,3-epoxy-17-hydroxy-androstan16-yl]- 1-methylpyrrolidinium 4-methy)benzenesulphonate and